Task: describe an organic reaction: reactants, conditions, products, and yield. Dataset: the Open Reaction Database (ORD), a public repository of structured organic reaction records Reactants: Cc1ccccc1, CCO, O=c1c(I)c(C=Cc2ccc(Cl)cc2)nc2sccn12, [Na+], [Na+], O=C([O-])[O-], O, OB(O)c1ccccc1. Product: O=c1c(-c2ccccc2)c(C=Cc2ccc(Cl)cc2)nc2sccn12. Reaction SMILES: [CH3:36][c:37]1[cH:38][cH:39][cH:40][cH:41][cH:42]1.[CH3:43][CH2:44][OH:45].[Cl:1][c:2]1[cH:3][cH:4][c:5]([CH:8]=[CH:9][c:10]2[n:11][c:12]3[n:13]([c:14](=[O:17])[c:15]2[I:16])[cH:18][cH:19][s:20]3)[cH:6][cH:7]1.[Na+:30].[Na+:31].[O-:32][C:33](=[O:34])[O-:35].[OH2:46].[OH:21][B:22]([OH:23])[c:24]1[cH:25][cH:26][cH:27][cH:28][cH:29]1>>[Cl:1][c:2]1[cH:3][cH:4][c:5]([CH:8]=[CH:9][c:10]2[n:11][c:12]3[n:13]([c:14](=[O:17])[c:15]2-[c:24]2[cH:25][cH:26][cH:27][cH:28][cH:29]2)[cH:18][cH:19][s:20]3)[cH:6][cH:7]1. Reactants: [N+](=O)([O-])C1=C(CBr)C=CC=C1 (2-nitrobenzyl bromide), CN(C)C=O (DMF), C(C)[S-].[Na+] (sodium ethanethiolate). Solvent: O (water). Reaction conditions: time 4 hour. The product is C(C)SCC1=C(C=CC=C1)[N+](=O)[O-] (1-[(Ethylsulfanyl)methyl]-2-nitrobenzene). As a reaction SMILES: [N+:1]([C:4]1[CH:11]=[CH:10][CH:9]=[CH:8][C:5]=1[CH2:6]Br)([O-:3])=[O:2].CN(C=O)C.[CH2:17]([S-:19])[CH3:18].[Na+]>O>[CH2:17]([S:19][CH2:6][C:5]1[CH:8]=[CH:9][CH:10]=[CH:11][C:4]=1[N+:1]([O-:3])=[O:2])[CH3:18] |f:2.3|. Procedure details: 10.0 g (46.3 mmol) of 2-nitrobenzyl bromide were introduced into 100 ml of DMF at 0° C., 3.89 g (46.3 mmol) of sodium ethanethiolate were added in portions, and the mixture was stirred at RT for 4 h. It was diluted with water and extracted with ethyl acetate, and the organic phase was dried over magnesium sulfate, filtered and concentrated. The residue was purified by flash chromatography (mobile phase: cyclohexane/ethyl acetate 9/1) to result in 7.40 g (81% of theory) of the title compound. Reactants: CC([C@@H](CN)C1=CC=CC=C1)C ((R)-(-)-3-methyl-2-phenylbutylamine), C(C1=CC=CC=C1)(=O)C=1C=C(C=CC1)C(C(=O)O)C ((±)-2-(3-Benzoylphenyl)propionic acid), C(C1=CC=CC=C1)(=O)C=1C=C(C=CC1)C(C(=O)O)C ((±)-2-(3-benzoylphenyl)propionic acid). The solvent is CC(C)CC(=O)C (MIBK). Run at temperature 40 celsius, time 2 hour. The product is C(C1=CC=CC=C1)(=O)C=1C=C(C=CC1)[C@H](C(=O)O)C ((R)-(-)-2-(3-benzoylphenyl)propionic acid). Isolated yield 47.8%. As a reaction SMILES: [C:1]([C:9]1[CH:10]=[C:11]([CH:15]([CH3:19])[C:16]([OH:18])=[O:17])[CH:12]=[CH:13][CH:14]=1)(=[O:8])[C:2]1[CH:7]=[CH:6][CH:5]=[CH:4][CH:3]=1.CC(C)[C@H](C1C=CC=CC=1)CN>CC(CC(C)=O)C>[C:1]([C:9]1[CH:10]=[C:11]([C@@H:15]([CH3:19])[C:16]([OH:18])=[O:17])[CH:12]=[CH:13][CH:14]=1)(=[O:8])[C:2]1[CH:3]=[CH:4][CH:5]=[CH:6][CH:7]=1. Procedure details: (±)-2-(3-Benzoylphenyl)propionic acid (13.55 g, 53.3 mmol) was dissolved in MIBK (67.5 g) with heating. Then, (R)-(-)-3-methyl-2-phenylbutylamine (3.92 g, 24 mmol), 0.45 equivalent based on the amount of (±)-2-(3-benzoylphenyl)propionic acid, was added dropwise with stirring at 40°C. After completing the addition, the reaction solution was stirred at 40°C. for 2 hours, followed by stirring at room temperature for 6 hours and then at 10°C. for 2 hours. Then, the crystal precipitated was filtered,... The reactants are CCOC(=O)Cc1cnc(N=C2SCC3Cc4ccccc4CN23)s1, CCO, Cl, [Na+], [OH-]. Yields the product Cl, O=C(O)Cc1cnc(N=C2SCC3Cc4ccccc4CN23)s1. Reaction SMILES: [CH2:3]([CH3:4])[O:5][C:6](=[O:7])[CH2:8][c:9]1[cH:10][n:11][c:12]([N:14]=[C:15]2[S:16][CH2:17][CH:18]3[N:19]2[CH2:20][c:21]2[cH:22][cH:23][cH:24][cH:25][c:26]2[CH2:27]3)[s:13]1.[CH3:29][CH2:30][OH:31].[ClH:28].[Na+:2].[OH-:1]>>[ClH:28].[O:5]=[C:6]([OH:7])[CH2:8][c:9]1[cH:10][n:11][c:12]([N:14]=[C:15]2[S:16][CH2:17][CH:18]3[N:19]2[CH2:20][c:21]2[cH:22][cH:23][cH:24][cH:25][c:26]2[CH2:27]3)[s:13]1. The product is OCC1(CCOCC1)C(=O)OCC (ethyl 4-hydroxymethyltetrahydropyran-4-carboxylate). Reaction conditions: temperature -25 celsius, time 8 hour. Reaction SMILES: [O:1]1[CH2:6][CH2:5][C:4]([C:12](OCC)=[O:13])([C:7]([O:9][CH2:10][CH3:11])=[O:8])[CH2:3][CH2:2]1.[H-].C([Al+]CC(C)C)C(C)C>C1(C)C=CC=CC=1>[OH:13][CH2:12][C:4]1([C:7]([O:9][CH2:10][CH3:11])=[O:8])[CH2:5][CH2:6][O:1][CH2:2][CH2:3]1 |f:1.2|. The solvent is C1(=CC=CC=C1)C (toluene). Reported procedure: A solution of diethyl tetrahydro-4H-pyran-4,4-dicarboxylate, the compound of Formula (7a), (12 Kg) in toluene (104 Kg) was cooled to between -30° C. to -35° C., and diisobutylaluminum hydride (69 Kg) was added at such a rate so as to maintain a reaction temperature of -25° C. After the addition was complete, the temperature was raised to 15° C. over 3 hours, and the reaction stirred until all starting material was consumed. The mixture was then recooled to -15° C. and allowed to stand overnight.... Starting materials: O1CCC(CC1)(C(=O)OCC)C(=O)OCC (diethyl tetrahydro-4H-pyran-4,4-dicarboxylate), ( 7a ), [H-].C(C(C)C)[Al+]CC(C)C (diisobutylaluminum hydride). The reactants are ClCCl, CCCCC, COc1cc(O)ccc1C(C)(C)C, O=Cc1ccccc1, [Cl-], [Cl-], [Cl-], [Cl-], Cl, [Ti+4]. Product: COc1cc(O)c(C=O)cc1C(C)(C)C. As a reaction SMILES: [CH2:28]([Cl:29])[Cl:30].[CH3:23][CH2:24][CH2:25][CH2:26][CH3:27].[CH3:9][O:10][c:11]1[cH:12][c:13]([OH:21])[cH:14][cH:15][c:16]1[C:17]([CH3:18])([CH3:19])[CH3:20].[CH:1](=[O:2])[c:3]1[cH:4][cH:5][cH:6][cH:7][cH:8]1.[Cl-:31].[Cl-:33].[Cl-:34].[Cl-:35].[ClH:22].[Ti+4:32]>>[CH:1](=[O:2])[c:14]1[c:13]([OH:21])[cH:12][c:11]([O:10][CH3:9])[c:16]([C:17]([CH3:18])([CH3:19])[CH3:20])[cH:15]1. The reactants are O1C=NC2=C1C=C(C=C2)OC[C@H](C)NC(C)=O (N-((2S)-1-(1,3-benzoxazol-6-yloxy)propan-2-yl)acetamide), BrC=1C=C(C(=NC1)OCC1CC1)Cl (5-bromo-3-chloro-2-(cyclopropylmethoxy)pyridine). Product: ClC=1C=C(C=NC1OCC1CC1)C=1OC2=C(N1)C=CC(=C2)OC[C@H](C)NC(C)=O (N-((2S)-1-((2-(5-chloro-6-(cyclopropylmethoxy)pyridin-3-yl)-1,3-benzoxazol-6-yl)oxy)propan-2-yl)acetamide). As a reaction SMILES: [O:1]1[C:5]2[CH:6]=[C:7]([O:10][CH2:11][C@@H:12]([NH:14][C:15](=[O:17])[CH3:16])[CH3:13])[CH:8]=[CH:9][C:4]=2[N:3]=[CH:2]1.Br[C:19]1[CH:20]=[C:21]([Cl:30])[C:22]([O:25][CH2:26][CH:27]2[CH2:29][CH2:28]2)=[N:23][CH:24]=1>>[Cl:30][C:21]1[CH:20]=[C:19]([C:2]2[O:1][C:5]3[CH:6]=[C:7]([O:10][CH2:11][C@@H:12]([NH:14][C:15](=[O:17])[CH3:16])[CH3:13])[CH:8]=[CH:9][C:4]=3[N:3]=2)[CH:24]=[N:23][C:22]=1[O:25][CH2:26][CH:27]1[CH2:28][CH2:29]1. Procedure details: Using N-((2S)-1-(1,3-benzoxazol-6-yloxy)propan-2-yl)acetamide and 5-bromo-3-chloro-2-(cyclopropylmethoxy)pyridine, and in the same manner as in Step B of Example 22, the title compound was obtained. The solvent is CN(C)C=O (DMF). The product is NC=1C=C(C(=O)NC2CN3CCC2CC3)C=CC1I (3-Amino-N-(1-azabicyclo[2.2.2]oct-3-yl)-4-iodobenzamide). Reactants: N12CC(C(CC1)CC2)NC(C2=CC(=C(C=C2)I)[N+](=O)[O-])=O (N-(1-azabicyclo[2.2.2]oct-3-yl)-4-iodo-3-nitrobenzamide), O.O.[Sn](Cl)Cl (tin(II) chloride dihydrate). Yield: 98.1%. As a reaction SMILES: [N:1]12[CH2:8][CH2:7][CH:4]([CH2:5][CH2:6]1)[CH:3]([NH:9][C:10](=[O:21])[C:11]1[CH:16]=[CH:15][C:14]([I:17])=[C:13]([N+:18]([O-])=O)[CH:12]=1)[CH2:2]2.O.O.[Sn](Cl)Cl>CN(C=O)C>[NH2:18][C:13]1[CH:12]=[C:11]([CH:16]=[CH:15][C:14]=1[I:17])[C:10]([NH:9][CH:3]1[CH:4]2[CH2:7][CH2:8][N:1]([CH2:6][CH2:5]2)[CH2:2]1)=[O:21] |f:1.2.3|. Reported procedure: A solution of 100 mg (0.25 mmol) of N-(1-azabicyclo[2.2.2]oct-3-yl)-4-iodo-3-nitrobenzamide and 281 mg (1.25 mmol) of tin(II) chloride dihydrate in 5 ml of DMF was stirred at room temperature for 6 h. The solvent was distilled off in a rotary evaporator, the residue was taken up in 10 ml of dichloromethane, and 10 ml of aqueous 1 M sodium hydroxide solution were added. The organic phase was dried over sodium sulfate, and the solvent was distilled off in a rotary evaporator. 91 mg (98%) of the de...